This data is from the Open Reaction Database (ORD), a public repository of structured organic reaction records. The task is: describe an organic reaction: reactants, conditions, products, and yield Starting materials: ClC1(C(NC2=CC=C(C=C12)Cl)=O)C1=C(C=CC=C1)OC (3,5-dichloro-3-(2-methoxyphenyl)-1,3-dihydro-2H-indol-2-one), FC(C(=O)O)(F)F.N[C@H](C(=O)N(C)C)CC1=CC=C(C=C1)OCC1=CC=CC=C1 ((2S)-2-amino-3-[4-(benzyl oxy)phenyl]-N,N-dimethylpropanamide trifluoroacetate). The product is C(C1=CC=CC=C1)OC1=CC=C(C=C1)C[C@@H](C(=O)N(C)C)NC1(C(NC2=CC=C(C=C12)Cl)=O)C1=C(C=CC=C1)OC ((2S)-3-[4-(benzyl oxy)phenyl]-2-{[5-chloro-3-(2-methoxyphenyl)-2-oxo-2,3-dihydro-1H-indol-3-yl]amino}-N,N-dimethylpropanamide). Reaction SMILES: Cl[C:2]1([C:13]2[CH:18]=[CH:17][CH:16]=[CH:15][C:14]=2[O:19][CH3:20])[C:10]2[C:5](=[CH:6][CH:7]=[C:8]([Cl:11])[CH:9]=2)[NH:4][C:3]1=[O:12].FC(F)(F)C(O)=O.[NH2:28][C@@H:29]([CH2:35][C:36]1[CH:41]=[CH:40][C:39]([O:42][CH2:43][C:44]2[CH:49]=[CH:48][CH:47]=[CH:46][CH:45]=2)=[CH:38][CH:37]=1)[C:30]([N:32]([CH3:34])[CH3:33])=[O:31]>>[CH2:43]([O:42][C:39]1[CH:40]=[CH:41][C:36]([CH2:35][C@H:29]([NH:28][C:2]2([C:13]3[CH:18]=[CH:17][CH:16]=[CH:15][C:14]=3[O:19][CH3:20])[C:10]3[C:5](=[CH:6][CH:7]=[C:8]([Cl:11])[CH:9]=3)[NH:4][C:3]2=[O:12])[C:30]([N:32]([CH3:34])[CH3:33])=[O:31])=[CH:37][CH:38]=1)[C:44]1[CH:49]=[CH:48][CH:47]=[CH:46][CH:45]=1 |f:1.2|. Procedure details: With 4.58 g of 3,5-dichloro-3-(2-methoxyphenyl)-1,3-dihydro-2H-indol-2-one and the compound obtained in Step 86-3 (5.02 mmol, crude form) as starting materials, 1.09 g (Isomer A, yellow solid) and 1.67 g (Isomer B, colorless amorphous) of the respective diastereoisomers of the title compound were obtained by a similar method to Step 4-2.